This data is from the Open Reaction Database (ORD), a public repository of structured organic reaction records. The task is: describe an organic reaction: reactants, conditions, products, and yield Reported procedure: Hydrogen peroxide solution (31%, 5.2 ml) was added to a solution of 4-(4-chlorophenyl)-3-[4-(methylsulfonyl)phenyl]pyridazine (2.6 g, 7.55 mmol) in acetic acid (30 ml), followed by stirring at 50° C. for 6 hours. The reaction mixture was concentrated under reduced pressure, and to the residue, an aqueous solution of potassium carbonate was added. The thus-obtained mixture was extracted with chloroform, and the organic layer was dried over anhydrous sodium sulfate. The solvent was distilled off a... Starting materials: OO (Hydrogen peroxide), ClC1=CC=C(C=C1)C1=C(N=NC=C1)C1=CC=C(C=C1)S(=O)(=O)C (4-(4-chlorophenyl)-3-[4-(methylsulfonyl)phenyl]pyridazine). RXN SMILES: [OH:1]O.[Cl:3][C:4]1[CH:9]=[CH:8][C:7]([C:10]2[CH:15]=[CH:14][N:13]=[N:12][C:11]=2[C:16]2[CH:21]=[CH:20][C:19]([S:22]([CH3:25])(=[O:24])=[O:23])=[CH:18][CH:17]=2)=[CH:6][CH:5]=1>C(O)(=O)C>[Cl:3][C:4]1[CH:5]=[CH:6][C:7]([C:10]2[CH:15]=[CH:14][N+:13]([O-:1])=[N:12][C:11]=2[C:16]2[CH:21]=[CH:20][C:19]([S:22]([CH3:25])(=[O:23])=[O:24])=[CH:18][CH:17]=2)=[CH:8][CH:9]=1. Run at temperature 50 celsius, time 6 hour. Run in C(C)(=O)O (acetic acid). Product: ClC1=CC=C(C=C1)C1=C(N=[N+](C=C1)[O-])C1=CC=C(C=C1)S(=O)(=O)C (4-(4-chlorophenyl)-3-[4-(methylsulfonyl)phenyl]pyridazine 1-oxide). The yield is 44.1%.